This data is from the Open Reaction Database (ORD), a public repository of structured organic reaction records. The task is: describe an organic reaction: reactants, conditions, products, and yield The reactants are O=C([O-])[O-], c1cc2c(cc1C1CCNCC1)OCO2, Cc1nnc(-c2cc3c(OCCCCl)cccc3o2)o1, [I-], [K+], [K+], [K+], O. Yields the product Cc1nnc(-c2cc3c(OCCCN4CCC(c5ccc6c(c5)OCO6)CC4)cccc3o2)o1. Reaction SMILES: [C:36](=[O:37])([O-:38])[O-:39].[CH2:21]1[O:22][c:23]2[cH:24][c:25]([CH:30]3[CH2:31][CH2:32][NH:33][CH2:34][CH2:35]3)[cH:26][cH:27][c:28]2[O:29]1.[CH3:1][c:2]1[n:3][n:4][c:5](-[c:7]2[cH:8][c:9]3[c:10]([o:11]2)[cH:12][cH:13][cH:14][c:15]3[O:16][CH2:17][CH2:18][CH2:19][Cl:20])[o:6]1.[I-:43].[K+:40].[K+:41].[K+:42].[OH2:44]>>[CH3:1][c:2]1[n:3][n:4][c:5](-[c:7]2[cH:8][c:9]3[c:10]([o:11]2)[cH:12][cH:13][cH:14][c:15]3[O:16][CH2:17][CH2:18][CH2:19][N:33]2[CH2:32][CH2:31][CH:30]([c:25]3[cH:24][c:23]4[c:28]([cH:27][cH:26]3)[O:29][CH2:21][O:22]4)[CH2:35][CH2:34]2)[o:6]1. The reactants are ClC=1C=C(C=CC1OCC)N(C)C1=NC(=NC2=CC=CC=C12)CCl ((3-chloro-4-ethoxy-phenyl)-(2-chloromethyl-quinazolin-4-yl)-methyl-amine), C1(C=2C(C(N1)=O)=CC=CC2)=O.[K] (potassium phthalimide), CCOC(=O)C (EtOAc). The solvent is CN(C)C=O (DMF). Conditions: temperature 50 celsius. The product is ClC=1C=C(C=CC1OCC)N(C1=NC(=NC2=CC=CC=C12)CN1C(C2=CC=CC=C2C1=O)=O)C (2-{4-[(3-Chloro-4-ethoxy-phenyl)-methyl-amino]-quinazolin-2-ylmethyl}-isoindole-1,3-dione), SiO2. Yield: 0.0%. Reaction SMILES: [Cl:1][C:2]1[CH:3]=[C:4]([N:11]([C:13]2[C:22]3[C:17](=[CH:18][CH:19]=[CH:20][CH:21]=3)[N:16]=[C:15]([CH2:23]Cl)[N:14]=2)[CH3:12])[CH:5]=[CH:6][C:7]=1[O:8][CH2:9][CH3:10].[C:25]1(=[O:35])[NH:29][C:28](=[O:30])[C:27]2=[CH:31][CH:32]=[CH:33][CH:34]=[C:26]12.[K].CCOC(C)=O>CN(C=O)C>[Cl:1][C:2]1[CH:3]=[C:4]([N:11]([CH3:12])[C:13]2[C:22]3[C:17](=[CH:18][CH:19]=[CH:20][CH:21]=3)[N:16]=[C:15]([CH2:23][N:29]3[C:25](=[O:35])[C:26]4[C:27](=[CH:31][CH:32]=[CH:33][CH:34]=4)[C:28]3=[O:30])[N:14]=2)[CH:5]=[CH:6][C:7]=1[O:8][CH2:9][CH3:10] |f:1.2,^1:35|. Procedure: A mixture of (3-chloro-4-ethoxy-phenyl)-(2-chloromethyl-quinazolin-4-yl)-methyl-amine (119 mg, 0.328 mmol) and potassium phthalimide (79 mg, 0.43 mmol) in DMF (2 mL) was heated at 50° C. for 3.5 h. EtOAc (25 mL) was added and this was washed with water (4×5 mL) then satd NaCl (2×5 mL). The organic layer was dried (MgSO4), filtered through a pad of silica with an EtOAc wash then concd. The title compound was obtained as an off-white solid (124 mg; 80%) after MPLC (SiO2/0-50% EtOAc in hexanes). 1H...